Dataset: the Open Reaction Database (ORD), a public repository of structured organic reaction records. Task: describe an organic reaction: reactants, conditions, products, and yield Starting materials: COC=1C=C(C(=O)NC2=C(C=CC=C2)OC)C=CC1 (3-methoxy-N-(2-methoxyphenyl)benzamide), Cl.N1=CC=CC=C1 (pyridine hydrochloride), Cl (hydrochloric acid). Run at temperature 190 celsius, time 2 hour. The product is OC=1C=C(C(=O)NC2=C(C=CC=C2)O)C=CC1 (3-hydroxy-N-(2-hydroxyphenyl)benzamide). Isolated yield 27.1%. RXN SMILES: C[O:2][C:3]1[CH:4]=[C:5]([CH:17]=[CH:18][CH:19]=1)[C:6]([NH:8][C:9]1[CH:14]=[CH:13][CH:12]=[CH:11][C:10]=1[O:15]C)=[O:7].Cl.N1C=CC=CC=1.Cl>>[OH:2][C:3]1[CH:4]=[C:5]([CH:17]=[CH:18][CH:19]=1)[C:6]([NH:8][C:9]1[CH:14]=[CH:13][CH:12]=[CH:11][C:10]=1[OH:15])=[O:7] |f:1.2|. Procedure: 451 mg of 3-methoxy-N-(2-methoxyphenyl)benzamide and 1.58 g of pyridine hydrochloride were mixed, and stirred on an oil bath at 190° C. for 2 hours. After cooling, dilute hydrochloric acid was added to the reaction mixture, and the product was extracted with ethyl acetate. The extract was washed with a saturated aqueous solution of sodium hydrogen carbonate and dried over anhydrous sodium sulfate. After the solvent was distilled oft the resulting crude product was recrystallized from methanol to... Yields the product CCOC(=O)c1cn(C)nc1Nc1ccc(F)cc1[N+](=O)[O-]. The reactants are [Li]CCCC, Cl, O=[N+]([O-])c1cc(F)ccc1F, CCOC(=O)c1cn(C)nc1N, C1CCOC1. RXN SMILES: [CH2:13]([Li:14])[CH2:15][CH2:16][CH3:17].[ClH:29].[F:18][c:19]1[c:20]([N+:26](=[O:27])[O-:28])[cH:21][c:22]([F:25])[cH:23][cH:24]1.[NH2:1][c:2]1[n:3][n:4]([CH3:12])[cH:5][c:6]1[C:7](=[O:8])[O:9][CH2:10][CH3:11].[O:30]1[CH2:31][CH2:32][CH2:33][CH2:34]1>>[NH:1]([c:2]1[n:3][n:4]([CH3:12])[cH:5][c:6]1[C:7](=[O:8])[O:9][CH2:10][CH3:11])[c:19]1[c:20]([N+:26](=[O:27])[O-:28])[cH:21][c:22]([F:25])[cH:23][cH:24]1.